The task is: describe an organic reaction: reactants, conditions, products, and yield. This data is from the Open Reaction Database (ORD), a public repository of structured organic reaction records. Reactants: CCO, CCOC(=O)CCCCCCOc1c(I)cc(I)cc1I, [Na+], [OH-]. Yields the product O=C(O)CCCCCCOc1c(I)cc(I)cc1I. Reaction SMILES: [CH3:24][CH2:25][OH:26].[I:1][c:2]1[c:3]([O:4][CH2:5][CH2:6][CH2:7][CH2:8][CH2:9][CH2:10][C:11](=[O:12])[O:13][CH2:14][CH3:15])[c:16]([I:21])[cH:17][c:18]([I:20])[cH:19]1.[Na+:23].[OH-:22]>>[I:1][c:2]1[c:3]([O:4][CH2:5][CH2:6][CH2:7][CH2:8][CH2:9][CH2:10][C:11](=[O:12])[OH:13])[c:16]([I:21])[cH:17][c:18]([I:20])[cH:19]1.